The task is: describe an organic reaction: reactants, conditions, products, and yield. This data is from the Open Reaction Database (ORD), a public repository of structured organic reaction records. Procedure: A mixture of 3 g of 4-pyridylacetonitrile hydrochloride in 50 ml of DMF is cooled to 0° C., 2.6 g of 60% sodium hydride in oil are added portionwise and the mixture is left stirring at RT for 1 hour 30 minutes. The reaction mixture is cooled on an ice bath, 2.7 ml of 1,5-dibromopentane are added dropwise and this mixture is left stirring at RT for 48 hours. The reaction mixture is poured into saturated NH4Cl solution and extracted with ether, the organic phase is washed three times with water an... Product: N1=CC=C(C=C1)C1(CCCCC1)C#N (1-(4-Pyridyl)cyclohexanecarbonitrile). Run at temperature 0 celsius, time 30 minute. RXN SMILES: Cl.[N:2]1[CH:7]=[CH:6][C:5]([CH2:8][C:9]#[N:10])=[CH:4][CH:3]=1.[H-].[Na+].Br[CH2:14][CH2:15][CH2:16][CH2:17][CH2:18]Br.[NH4+].[Cl-]>CN(C=O)C>[N:2]1[CH:7]=[CH:6][C:5]([C:8]2([C:9]#[N:10])[CH2:18][CH2:17][CH2:16][CH2:15][CH2:14]2)=[CH:4][CH:3]=1 |f:0.1,2.3,5.6|. Solvent: CN(C)C=O (DMF). Reactants: [NH4+].[Cl-] (NH4Cl), Cl.N1=CC=C(C=C1)CC#N (4-pyridylacetonitrile hydrochloride), BrCCCCCBr (1,5-dibromopentane), [H-].[Na+] (sodium hydride). Starting materials: BrC=1C=C(C=O)C=CC1F (3-Bromo-4-fluorobenzaldehyde), C1(CC(CCC1)=O)=O (1,3-cyclohexanedione), NC1=CC(NN1C)=O (5-amino-1-methyl-1,2-dihydropyrazol-3-one). The product is BrC=1C=C(C=CC1F)C1C2=C(NC=3CCCC(C13)=O)N(NC2=O)C (4-(3-bromo-4-fluorophenyl)-1-methyl-4,7,8,9-tetrahydro-1H-pyrazolo[3,4-b]quinoline-3,5(2H,6H)-dione). Yield: 68.8%. Reaction SMILES: [Br:1][C:2]1[CH:3]=[C:4]([CH:7]=[CH:8][C:9]=1[F:10])[CH:5]=O.[C:11]1(=[O:18])[CH2:16][CH2:15][CH2:14][C:13](=O)[CH2:12]1.[NH2:19][C:20]1[N:24]([CH3:25])[NH:23][C:22](=[O:26])[CH:21]=1>>[Br:1][C:2]1[CH:3]=[C:4]([CH:5]2[C:12]3[C:11](=[O:18])[CH2:16][CH2:15][CH2:14][C:13]=3[NH:19][C:20]3[N:24]([CH3:25])[NH:23][C:22](=[O:26])[C:21]2=3)[CH:7]=[CH:8][C:9]=1[F:10]. Reported procedure: 3-Bromo-4-fluorobenzaldehyde (0.2 g, 1.0 mmol), 1,3-cyclohexanedione (0.11 g, 1.0 mmol), and 5-amino-1-methyl-1,2-dihydropyrazol-3-one (0.11 g, 1.0 mmol) were processed as described in Example I to provide 0.27 g of the title compound. 1H NMR (300 MHz, DMSO-d6) δ 1.9 (m, 2H), 2.2 (m, 2H), 2.6 (m, 2H), 3.45 (s, 3H), 4.88 (s, 1H), 7.12 (m, 1H), 7.18 (t, 1H), 7.38 (dd, 1H), 9.53 (s, 1H), 9.72 (s, 1H); MS (ESI−) m/z 390 (M−H)−; Anal. Calcd for C11H15N3BrFO2.C2H6O: C, 52.06; H, 4.61; N, 9.85. Found: ... Reactants: C(=O)([O-])[O-].[Na+].[Na+] (Na2CO3), BrC=1C=NC(=NC1)I (5-bromo-2-iodopyrimidine), OC/C=C/C1=CC=C(C=C1)B(O)O ([4-[(1E)-3-hydroxy-1-propenyl]phenyl]boronic Acid). The reagents and catalysts are C=1C=CC(=CC1)[P](C=2C=CC=CC2)(C=3C=CC=CC3)[Pd]([P](C=4C=CC=CC4)(C=5C=CC=CC5)C=6C=CC=CC6)([P](C=7C=CC=CC7)(C=8C=CC=CC8)C=9C=CC=CC9)[P](C=1C=CC=CC1)(C=1C=CC=CC1)C=1C=CC=CC1 (Pd(Ph3P)4). The solvent is C1(=CC=CC=C1)C (toluene), C(C)(=O)OCC (ethyl acetate). Product: BrC=1C=NC(=NC1)C1=CC=C(C=C1)/C=C/CO ((2E)-3-[4-(5-bromo-2-pyrimidinyl)phenyl]-2-propen-1-ol). Yield: 17.9%. As a reaction SMILES: C([O-])([O-])=O.[Na+].[Na+].[Br:7][C:8]1[CH:9]=[N:10][C:11](I)=[N:12][CH:13]=1.[OH:15][CH2:16]/[CH:17]=[CH:18]/[C:19]1[CH:24]=[CH:23][C:22](B(O)O)=[CH:21][CH:20]=1>C1(C)C=CC=CC=1.C(OCC)(=O)C.C1C=CC([P]([Pd]([P](C2C=CC=CC=2)(C2C=CC=CC=2)C2C=CC=CC=2)([P](C2C=CC=CC=2)(C2C=CC=CC=2)C2C=CC=CC=2)[P](C2C=CC=CC=2)(C2C=CC=CC=2)C2C=CC=CC=2)(C2C=CC=CC=2)C2C=CC=CC=2)=CC=1>[Br:7][C:8]1[CH:9]=[N:10][C:11]([C:22]2[CH:23]=[CH:24][C:19](/[CH:18]=[CH:17]/[CH2:16][OH:15])=[CH:20][CH:21]=2)=[N:12][CH:13]=1 |f:0.1.2,^1:44,46,65,84|. Procedure details: 2 M aq. Na2CO3 (2 mL) was added to a mixture of 5-bromo-2-iodopyrimidine (0.57 g, 2.00 mmol), Pd(Ph3P)4 (23 mg, 0.020 mmol), and [4-[(1E)-3-hydroxy-1-propenyl]phenyl]boronic acid (360 mg, 2.02 mmol, prepared as described in Reference Example 238) in toluene (5 mL) and the resulting mixture was heated to reflux for 24 h. The cooled reaction mixture was diluted with ethyl acetate (20 mL) and the organic layer was separated, washed with brine (10 mL), dried (MgSO4) and concentrated. Purification by... The reactants are CN1CCN(CC1)C(/C=C/C=1C=C(C=CC1)O)=O (3-[(1E)-3-(4-methyl-1-piperazinyl)-3-oxo-1-propen-1-yl]phenol), CC1=CCC=CC1 (1-methyl-1,4-cyclohexadiene). The reagents and catalysts are [Pd] (palladium on carbon). Solvent: CCO (EtOH). The product is CN1CCN(CC1)C(CCC=1C=C(C=CC1)O)=O (3-[3-(4-methyl-1-piperazinyl)-3-oxopropyl]phenol). RXN SMILES: [CH3:1][N:2]1[CH2:7][CH2:6][N:5]([C:8](=[O:18])/[CH:9]=[CH:10]/[C:11]2[CH:12]=[C:13]([OH:17])[CH:14]=[CH:15][CH:16]=2)[CH2:4][CH2:3]1.CC1CC=CCC=1>CCO.[Pd]>[CH3:1][N:2]1[CH2:3][CH2:4][N:5]([C:8](=[O:18])[CH2:9][CH2:10][C:11]2[CH:12]=[C:13]([OH:17])[CH:14]=[CH:15][CH:16]=2)[CH2:6][CH2:7]1. Reported procedure: To a solution the product of Example 17, Step 1 (300 mg, 1.22 mmol) in EtOH (15 mL), was added 10% palladium on carbon (50 mg), followed with 1-methyl-1,4-cyclohexadiene (1.5 mL). This suspension was then heated to reflux for 45 min. The reaction mixture was filtered and concentrated to afford the title compound, as a white solid (291 mg, 96%). MS (ES+) m/e 249 [M+H]+. Starting materials: C1(=CC=CC=C1)B(O)O (phenylboronic acid), C([O-])([O-])=O.[Na+].[Na+] (sodium carbonate), C1(=CC=CC=C1)P(C1=CC=CC=C1)C1=CC=CC=C1 (triphenylphosphine), BrC1=CC=CC=2C=C3N(C12)[C@@H](CNC3=O)C ((R)-6-bromo-4-methyl-3,4-dihydropyrazino[1,2-a]indol-1(2H)-one). The reagents and catalysts are C(C)(=O)[O-].[Pd+2].C(C)(=O)[O-] (palladium(II)acetate). The solvent is COCCOC (1,2-dimethoxyethane), O (water). Conditions: temperature 85 celsius, time 2 hour. The product is C[C@@H]1CNC(C=2N1C=1C(=CC=CC1C2)C2=CC=CC=C2)=O ((R)-4-Methyl-6-phenyl-3,4-dihydro-2H-pyrazino[1,2-a]indol-1-one). Yield: 87.0%. As a reaction SMILES: Br[C:2]1[C:10]2[N:9]3[C@H:11]([CH3:16])[CH2:12][NH:13][C:14](=[O:15])[C:8]3=[CH:7][C:6]=2[CH:5]=[CH:4][CH:3]=1.[C:17]1(B(O)O)[CH:22]=[CH:21][CH:20]=[CH:19][CH:18]=1.C(=O)([O-])[O-].[Na+].[Na+].C1(P(C2C=CC=CC=2)C2C=CC=CC=2)C=CC=CC=1>COCCOC.C([O-])(=O)C.[Pd+2].C([O-])(=O)C.O>[CH3:16][C@H:11]1[N:9]2[C:10]3[C:2]([C:17]4[CH:22]=[CH:21][CH:20]=[CH:19][CH:18]=4)=[CH:3][CH:4]=[CH:5][C:6]=3[CH:7]=[C:8]2[C:14](=[O:15])[NH:13][CH2:12]1 |f:2.3.4,7.8.9|. Procedure details: A mixture of (R)-6-bromo-4-methyl-3,4-dihydropyrazino[1,2-a]indol-1(2H)-one [CAS No. 396075-75-5] (69.8 mg, 0.25 mmol) and commercially available phenylboronic acid (39.6 mg, 0.325 mmol) in 1,2-dimethoxyethane (1.67 ml) and 2M sodium carbonate solution (416 μl, 832 μmol) was purged with argon in an ultrasonic bath for 5 min. Then triphenylphosphine (13.1 mg, 50.0 μmol) and palladium(II)acetate (5.61 mg, 25.0 μmol) were added at room temperature, and afterwards the reaction mixture was allowed to... Reactants: ice water, C(C1=CC=CC=C1)OC(=O)N1[C@@H](C[C@H](C1)OS(=O)(=O)C)COCC(=O)O ((2S,4R)-1-benzyloxycarbonyl-2-carboxymethyloxymethyl-4-methanesulfonyloxypyrrolidine), S(=O)(Cl)Cl (thionyl chloride), NC(=O)N (urea), S(O)(O)(=O)=O (sulfuric acid). The solvent is C1=CC=CC=C1 (benzene). The product is C(C1=CC=CC=C1)OC(=O)N1[C@@H](C[C@H](C1)OS(=O)(=O)C)COCC(=O)NC(=O)N ((2S,4R)-1-benzyloxycarbonyl-4-methanesulfonyloxy-2-[(ureidocarbonylmethyl)oxymethyl]pyrrolidine). Isolated yield 43.9%. As a reaction SMILES: [CH2:1]([O:8][C:9]([N:11]1[CH2:15][C@H:14]([O:16][S:17]([CH3:20])(=[O:19])=[O:18])[CH2:13][C@H:12]1[CH2:21][O:22][CH2:23][C:24]([OH:26])=O)=[O:10])[C:2]1[CH:7]=[CH:6][CH:5]=[CH:4][CH:3]=1.S(Cl)(Cl)=O.[NH2:31][C:32]([NH2:34])=[O:33].S(=O)(=O)(O)O>C1C=CC=CC=1>[CH2:1]([O:8][C:9]([N:11]1[CH2:15][C@H:14]([O:16][S:17]([CH3:20])(=[O:19])=[O:18])[CH2:13][C@H:12]1[CH2:21][O:22][CH2:23][C:24]([NH:31][C:32]([NH2:34])=[O:33])=[O:26])=[O:10])[C:2]1[CH:7]=[CH:6][CH:5]=[CH:4][CH:3]=1. Reported procedure: To a solution of (2S,4R)-1-benzyloxycarbonyl-2-carboxymethyloxymethyl-4-methanesulfonyloxypyrrolidine (3.80 g) in benzene (19 ml) was added thionyl chloride (0.90 ml) with stirring at ambient temperature and the mixture was stirred at the same temperature for one hour. To the mixture were added urea (1.80 g) and concentrated sulfuric acid (0.05 ml) successively. The mixture was heated under reflux for 5 hours. The reaction mixture was poured into ice-water (100 ml) and extracted with ethyl aceta... Starting materials: COc1ccc(Br)cc1, CCC(=O)c1ccccc1, CC(C)(C)[O-], Cc1ccccc1, [Na+], CC(=O)[O-], CC(=O)[O-], [Pd+2]. The product is COc1ccc(C(C)C(=O)c2ccccc2)cc1. Reaction SMILES: [Br:7][c:8]1[cH:9][cH:10][c:11]([O:14][CH3:15])[cH:12][cH:13]1.[CH3:16][CH2:17][C:18](=[O:19])[c:20]1[cH:21][cH:22][cH:23][cH:24][cH:25]1.[CH3:1][C:2]([CH3:3])([O-:4])[CH3:5].[CH3:35][c:36]1[cH:37][cH:38][cH:39][cH:40][cH:41]1.[Na+:6].[O-:27][C:28]([CH3:29])=[O:30].[O-:31][C:32]([CH3:33])=[O:34].[Pd+2:26]>>[c:8]1([CH:17]([CH3:16])[C:18](=[O:19])[c:20]2[cH:21][cH:22][cH:23][cH:24][cH:25]2)[cH:9][cH:10][c:11]([O:14][CH3:15])[cH:12][cH:13]1. The product is COC(CC1=CC(=CC=C1)NC(=O)C=1OC(=CC1)C1=C(C=C(C=C1)Cl)Cl)=O ((3-{[5-(2,4-Dichloro-phenyl)-furan-2-carbonyl]-amino}-phenyl)-acetic acid methyl ester). Procedure details: Methyl ester (16) (100 mg, 0.30 mmol) was coupled to 2,4-dichloro-phenylboronic acid (61 mg, 0.33 mmol) using Method E. The crude compound was purified by column chromatography, eluting in 17% EtOAc in heptane to give the title compound. RXN SMILES: [CH3:1][O:2][C:3](=[O:20])[CH2:4][C:5]1[CH:10]=[CH:9][CH:8]=[C:7]([NH:11][C:12]([C:14]2[O:15][C:16](Br)=[CH:17][CH:18]=2)=[O:13])[CH:6]=1.[Cl:21][C:22]1[CH:27]=[C:26]([Cl:28])[CH:25]=[CH:24][C:23]=1B(O)O>>[CH3:1][O:2][C:3](=[O:20])[CH2:4][C:5]1[CH:10]=[CH:9][CH:8]=[C:7]([NH:11][C:12]([C:14]2[O:15][C:16]([C:25]3[CH:24]=[CH:23][C:22]([Cl:21])=[CH:27][C:26]=3[Cl:28])=[CH:17][CH:18]=2)=[O:13])[CH:6]=1. Starting materials: COC(CC1=CC(=CC=C1)NC(=O)C=1OC(=CC1)Br)=O ({3-[(5-Bromo-furan-2-carbonyl)-amino]-phenyl}-acetic acid methyl ester), ClC1=C(C=CC(=C1)Cl)B(O)O (2,4-dichloro-phenylboronic acid). Product: N#Cc1cc(C(=O)C(=O)c2cccc(Br)c2)c[nH]1. RXN SMILES: [Br:1][c:2]1[cH:3][c:4]([C:8]#[C:9][c:10]2[cH:11][c:12]([C:15]#[N:16])[nH:13][cH:14]2)[cH:5][cH:6][cH:7]1.[C:23](=[O:24])([OH:25])[O-:26].[CH3:35][C:36](=[O:37])[CH3:38].[CH3:39][CH2:40][O:41][C:42]([CH3:43])=[O:44].[K+:33].[Mg+2:17].[Mn:28]([O-:29])(=[O:30])(=[O:31])=[O:32].[Na+:27].[O-:18][S:19](=[O:20])(=[O:21])[O-:22].[OH2:34]>>[Br:1][c:2]1[cH:3][c:4]([C:8]([C:9]([c:10]2[cH:11][c:12]([C:15]#[N:16])[nH:13][cH:14]2)=[O:34])=[O:18])[cH:5][cH:6][cH:7]1. The reactants are N#Cc1cc(C#Cc2cccc(Br)c2)c[nH]1, O=C([O-])O, CC(C)=O, CCOC(C)=O, [K+], [Mg+2], O=[Mn](=O)(=O)[O-], [Na+], O=S(=O)([O-])[O-], O.